This data is from the Open Reaction Database (ORD), a public repository of structured organic reaction records. The task is: describe an organic reaction: reactants, conditions, products, and yield Reactants: C(=O)(O)C1=NOC2=C1C=CC=C2 (3-carboxy-1,2-benzisoxazole), C(C)C(C(=O)O)C(=O)O (ethylmalonic acid), O1CCCC=C1 (3,4-dihydropyran). Product: C(CCC)(=O)C1=NOC2=C1C=CC=C2 (3-butyryl-1,2-benzisoxazole). RXN SMILES: [C:1]([C:4]1[C:8]2[CH:9]=[CH:10][CH:11]=[CH:12][C:7]=2[O:6][N:5]=1)([OH:3])=O.[CH2:13]([CH:15](C(O)=O)C(O)=O)[CH3:14].O1C=CCCC1>>[C:1]([C:4]1[C:8]2[CH:9]=[CH:10][CH:11]=[CH:12][C:7]=2[O:6][N:5]=1)(=[O:3])[CH2:14][CH2:13][CH3:15]. Procedure details: Using 3.7 g (23 mmol) of 3-carboxy-1,2-benzisoxazole prepared in accordance with a known process [J. Amer. Chem. Soc., 97, 7305 (1975)], 3.34 g (25 mmol) of ethylmalonic acid and 6.4 g of 3,4-dihydropyran, 3-butyryl-1,2-benzisoxazole was obtained as colorless crystals by similar treatment to Example 28-(4). The reactants are C(=O)C=1C(=NC=CC1)NC(C(C)(C)C)=O (N-(3-formyl-2-pyridinyl)-2,2-dimethylpropanamide), NC1CCN(CC1)CC1=CC=CC=C1 (4-amino-1-(phenylmethyl)piperidine), [BH4-].[Na+] (sodium borohydride). Run in CO (methanol). The product is C1(=CC=CC=C1)CN1CCC(CC1)NCC=1C(=NC=CC1)NC(C(C)(C)C)=O (N-[3-[[[1-(phenylmethyl)-4-piperidinyl]amino]methyl]-2-pyridinyl]-2,2-dimethylpropanamide). Reaction SMILES: [CH:1]([C:3]1[C:4]([NH:9][C:10](=[O:15])[C:11]([CH3:14])([CH3:13])[CH3:12])=[N:5][CH:6]=[CH:7][CH:8]=1)=O.[NH2:16][CH:17]1[CH2:22][CH2:21][N:20]([CH2:23][C:24]2[CH:29]=[CH:28][CH:27]=[CH:26][CH:25]=2)[CH2:19][CH2:18]1.[BH4-].[Na+]>CO>[C:24]1([CH2:23][N:20]2[CH2:21][CH2:22][CH:17]([NH:16][CH2:1][C:3]3[C:4]([NH:9][C:10](=[O:15])[C:11]([CH3:14])([CH3:13])[CH3:12])=[N:5][CH:6]=[CH:7][CH:8]=3)[CH2:18][CH2:19]2)[CH:25]=[CH:26][CH:27]=[CH:28][CH:29]=1 |f:2.3|. Procedure details: A solution of 8.2 g (0.0398 mol) of N-(3-formyl-2-pyridinyl)-2,2-dimethylpropanamide and 7.6 g (0.04 mol) of 4-amino-1-(phenylmethyl)piperidine in 80 ml of methanol was combined in batches with a total of 1.7 g (0.045 mol) of sodium borohydride and refluxed for a total of 24 hours. The solvent was removed in vacuo, the residue was distributed between water and ethyl acetate. The organic phase was dried over sodium sulphate and freed from solvent. The residue was triturated with diisopropylether ... The reactants are C1CCOC1, CC(C)(C)[O-], Cc1cc(Cl)cc(C)c1O, CCC(CC)Nc1cc(C)nc(Cl)c1[N+](=O)[O-], [K+]. The product is CCC(CC)Nc1cc(C)nc(Oc2c(C)cc(Cl)cc2C)c1[N+](=O)[O-]. As a reaction SMILES: [CH2:34]1[O:35][CH2:36][CH2:37][CH2:38]1.[CH3:28][C:29]([CH3:30])([O-:31])[CH3:32].[Cl:18][c:19]1[cH:20][c:21]([CH3:27])[c:22]([OH:26])[c:23]([CH3:25])[cH:24]1.[Cl:1][c:2]1[n:3][c:4]([CH3:17])[cH:5][c:6]([NH:11][CH:12]([CH2:13][CH3:14])[CH2:15][CH3:16])[c:7]1[N+:8](=[O:9])[O-:10].[K+:33]>>[c:2]1([O:26][c:22]2[c:21]([CH3:27])[cH:20][c:19]([Cl:18])[cH:24][c:23]2[CH3:25])[n:3][c:4]([CH3:17])[cH:5][c:6]([NH:11][CH:12]([CH2:13][CH3:14])[CH2:15][CH3:16])[c:7]1[N+:8](=[O:9])[O-:10]. Reactants: O (water), O (water), Cl (hydrochloric acid), ice, C(C)(C)(C)OC(=O)N1[C@H](C(=O)OCC)CC(C1)O (N-t-Butoxycarbonyl-4-hydroxy-L-proline, Ethyl Ester), [BH4-].[Li+] (lithium borohydride). The solvent is O1CCCC1 (tetrahydrofuran). Reaction conditions: temperature 0 celsius, time 1 hour. Yields the product C(C)(C)(C)OC(=O)N1[C@H](CO)CC(C1)O (N-t-Butoxycarbonyl-4-hydroxy-L-prolinol). RXN SMILES: [C:1]([O:5][C:6]([N:8]1[CH2:17][CH:16]([OH:18])[CH2:15][C@H:9]1[C:10](OCC)=[O:11])=[O:7])([CH3:4])([CH3:3])[CH3:2].[BH4-].[Li+].O.Cl>O1CCCC1>[C:1]([O:5][C:6]([N:8]1[CH2:17][CH:16]([OH:18])[CH2:15][C@H:9]1[CH2:10][OH:11])=[O:7])([CH3:4])([CH3:2])[CH3:3] |f:1.2|. Procedure: To an ice cold solution of 50.0 g (190 mmol) of 6 in 600 mL of tetrahydrofuran was added 15.0 g (690 mmol) of lithium borohydride in one portion. The mixture was stirred at 0° C. for 1 h followed by 15 h at room temperature. The solution was cooled to 0° C. with stirring and 255 mL of water and 100 mL of 1:1 water:concentrated hydrochloric acid were added carefully. The solution was warmed until an organic phase separated. The organic phase was withdrawn and the aqueous layer was extracted with ... Reactants: CC=1C(=NC=C(C1)C)CN(CCCCNC)CC1=NC=CC2=CC=CC=C12 (N-(3,5-Dimethyl-pyridin-2-ylmethyl)-N-isoquinolin-1-ylmethyl-N′-methyl-butane-1,4-diamine), CCN(C(C)C)C(C)C (DIPEA), N1C(=NC=C1)NC(=O)N1C=NC=C1 (imidazole-1-carboxylic acid (1H-imidazol-2-yl)-amide). The solvent is CN(C)C=O (DMF). Run at temperature 70 celsius, time 1.5 hour. The product is CC=1C(=NC=C(C1)C)CN(CCCCN(C(=O)NC=1NC=CN1)C)CC1=NC=CC2=CC=CC=C12 (1-{4-[(3,5-Dimethyl-pyridin-2-ylmethyl)-isoquinolin-1-ylmethyl-amino]-butyl}-3-(1H-imidazol-2-yl)-1-methyl-urea). The yield is 86.0%. RXN SMILES: [CH3:1][C:2]1[C:3]([CH2:9][N:10]([CH2:17][C:18]2[C:27]3[C:22](=[CH:23][CH:24]=[CH:25][CH:26]=3)[CH:21]=[CH:20][N:19]=2)[CH2:11][CH2:12]CCNC)=[N:4][CH:5]=[C:6]([CH3:8])[CH:7]=1.CCN(C(C)C)C(C)C.[NH:37]1[CH:41]=[CH:40][N:39]=[C:38]1[NH:42][C:43]([N:45]1[CH:49]=[CH:48]N=[CH:46]1)=[O:44]>CN(C=O)C>[CH3:1][C:2]1[C:3]([CH2:9][N:10]([CH2:17][C:18]2[C:27]3[C:22](=[CH:23][CH:24]=[CH:25][CH:26]=3)[CH:21]=[CH:20][N:19]=2)[CH2:11][CH2:12][CH2:48][CH2:49][N:45]([CH3:46])[C:43]([NH:42][C:38]2[NH:37][CH:41]=[CH:40][N:39]=2)=[O:44])=[N:4][CH:5]=[C:6]([CH3:8])[CH:7]=1. Procedure: To a warm (70° C.), stirred, solution of N-(3,5-Dimethyl-pyridin-2-ylmethyl)-N-isoquinolin-1-ylmethyl-N′-methyl-butane-1,4-diamine (0.204 g, 0.56 mmol) and DIPEA (0.59 mL, 3.39 mmol) in DMF (5 mL) was added freshly prepared imidazole-1-carboxylic acid (1H-imidazol-2-yl)-amide (2 equivs). After 1.5 hours, the mixture was cooled to room temperature and concentrated under reduced pressure. The residue was dissolved in CH2Cl2 (50 mL) and washed with water (5×10 mL). The organic phase was dried (Na2S... Starting materials: NC=1SC=C(N1)C(C(=O)NC1[C@@H]2N(C(=CCS2)C(=O)OCC2=CC=C(C=C2)[N+](=O)[O-])C1=O)=NOC (p-Nitrobenzyl 7-[2-(2-amino-4-thiazolyl)-2-methoxyiminoacetamido]-3-cephem-4-carboxylate), [OH-].[K+] (potassium hydroxide), Cl (hydrochloric acid), resultant solution. Run in C(C)O (ethanol), O (water). Conditions: temperature 5 celsius, time 15 minute. The product is NC=1SC=C(N1)C(C(=O)NC1[C@@H]2N(C(=CCS2)C(=O)O)C1=O)=NOC (7-[2-(2-amino-4-thiazolyl)-2-methoxyiminoacetamido]-3-cephem-4-carboxylic acid). The yield is 39.9%. Reaction SMILES: [NH2:1][C:2]1[S:3][CH:4]=[C:5]([C:7](=[N:33][O:34][CH3:35])[C:8]([NH:10][CH:11]2[C:31](=[O:32])[N:13]3[C:14]([C:18]([O:20]CC4C=CC([N+]([O-])=O)=CC=4)=[O:19])=[CH:15][CH2:16][S:17][C@H:12]23)=[O:9])[N:6]=1.[OH-].[K+].Cl>C(O)C.O>[NH2:1][C:2]1[S:3][CH:4]=[C:5]([C:7](=[N:33][O:34][CH3:35])[C:8]([NH:10][CH:11]2[C:31](=[O:32])[N:13]3[C:14]([C:18]([OH:20])=[O:19])=[CH:15][CH2:16][S:17][C@H:12]23)=[O:9])[N:6]=1 |f:1.2|. Procedure details: p-Nitrobenzyl 7-[2-(2-amino-4-thiazolyl)-2-methoxyiminoacetamido]-3-cephem-4-carboxylate (syn-isomer: 7.8 g.) was suspended in a mixture of ethanol (60 ml.) and water (60 ml.) 1N Aqueous solution of potassium hydroxide (45 ml.) was added dropwise to the stirred suspension under ice-cooling over 10 minutes and stirred at 5° C. for 15 minutes. The resultant solution was adjusted to pH 7.0 with conc. hydrochloric acid, washed with ethyl acetate and the concentrated under reduced pressure to half of...